From a dataset of the Open Reaction Database (ORD), a public repository of structured organic reaction records. describe an organic reaction: reactants, conditions, products, and yield Starting materials: S(O)(O)(=O)=O (sulphuric acid), BrC1=C(C=CC=C1)CC#N (o-bromophenylacetonitrile), C(C)O (ethanol), ice water. Reaction conditions: time 2 hour. The product is BrC1=C(C=CC=C1)CC(=O)OCC (ethyl o-bromophenylacetate). As a reaction SMILES: [Br:1][C:2]1[CH:7]=[CH:6][CH:5]=[CH:4][C:3]=1[CH2:8][C:9]#N.S(=O)(=O)(O)[OH:12].[CH2:16]([OH:18])[CH3:17]>>[Br:1][C:2]1[CH:7]=[CH:6][CH:5]=[CH:4][C:3]=1[CH2:8][C:9]([O:18][CH2:16][CH3:17])=[O:12]. Reported procedure: To a cooled solution of 730.0 g of o-bromophenylacetonitrile in 2.9 l of absolute ethanol is added, dropwise, while stirring, 740 ml of concentrated sulphuric acid. The addition requires about two hours. The reaction mixture is heated under reflux for nine hours, poured into ice water, and extracted with 2.5 l of ether. The ether extracts are washed, dried, and concentrated. The residue is distilled to give 780.0 g of ethyl o-bromophenylacetate, bp. about 115°-117° (4mm), nD26 1,5434. Starting materials: ClCCCCCCC#CCC(=CCC=C(CCCCC)C)C (1-chloro-10,14-dimethylnonadeca-10,13-dien-7-yne), [H][H] (hydrogen). Reagents/catalysts: S(=O)(=O)([O-])[O-].[Ba+2].[Pd+2].S(=O)(=O)([O-])[O-] (palladium-barium sulfate). Run in N1=CC=CC=C1 (pyridine). Product: ClCCCCCCC=CCC(=CCC=C(CCCCC)C)C (1-chloro-10,14-dimethylnonadeca-7,10,13-triene). As a reaction SMILES: [Cl:1][CH2:2][CH2:3][CH2:4][CH2:5][CH2:6][CH2:7][C:8]#[C:9][CH2:10][C:11]([CH3:22])=[CH:12][CH2:13][CH:14]=[C:15]([CH3:21])[CH2:16][CH2:17][CH2:18][CH2:19][CH3:20].[H][H]>S([O-])([O-])(=O)=O.[Ba+2].[Pd+2].S([O-])([O-])(=O)=O.N1C=CC=CC=1>[Cl:1][CH2:2][CH2:3][CH2:4][CH2:5][CH2:6][CH2:7][CH:8]=[CH:9][CH2:10][C:11]([CH3:22])=[CH:12][CH2:13][CH:14]=[C:15]([CH3:21])[CH2:16][CH2:17][CH2:18][CH2:19][CH3:20] |f:2.3.4.5|. Procedure: A mixture of 5.0 g. of 1-chloro-10,14-dimethylnonadeca-10,13-dien-7-yne 500 mg. of 5% palladium-barium sulfate catalyst and 40 ml. of pyridine is shaken under hydrogen for about 2 hrs. (until the uptake of hydrogen practically ceases). The mixture is then filtered, diluted with water, and extracted with ether. The ether extract is washed with water, dilute hydrochloric acid, and aqueous sodium bicarbonate, then is dried over sodium sulfate and evaporated to leave a residue comprising 1-chloro-10...